Task: describe an organic reaction: reactants, conditions, products, and yield. Dataset: the Open Reaction Database (ORD), a public repository of structured organic reaction records The reactants are O=C([O-])O, CCOC(C)=O, NC(Cc1ccc(F)cc1)C(O)c1ccc(C(F)(F)F)cc1, [Na+], O, O=C(Cl)c1cccc2ccccc12. Product: O=C(NC(Cc1ccc(F)cc1)C(O)c1ccc(C(F)(F)F)cc1)c1cccc2ccccc12. Reaction SMILES: [C:36](=[O:37])([O-:38])[OH:39].[CH3:41][CH2:42][O:43][C:44](=[O:45])[CH3:46].[NH2:1][CH:2]([CH:3]([OH:4])[c:5]1[cH:6][cH:7][c:8]([C:11]([F:12])([F:13])[F:14])[cH:9][cH:10]1)[CH2:15][c:16]1[cH:17][cH:18][c:19]([F:22])[cH:20][cH:21]1.[Na+:40].[OH2:47].[c:23]1([C:33](=[O:34])[Cl:35])[cH:24][cH:25][cH:26][c:27]2[cH:28][cH:29][cH:30][cH:31][c:32]12>>[NH:1]([CH:2]([CH:3]([OH:4])[c:5]1[cH:6][cH:7][c:8]([C:11]([F:12])([F:13])[F:14])[cH:9][cH:10]1)[CH2:15][c:16]1[cH:17][cH:18][c:19]([F:22])[cH:20][cH:21]1)[C:33]([c:23]1[cH:24][cH:25][cH:26][c:27]2[cH:28][cH:29][cH:30][cH:31][c:32]12)=[O:34]. Starting materials: FC1=CC2=C(C(=CO2)COC2=C3C=C(NC3=CC=C2)C(=O)O)C=C1 (4-(6-fluoro-benzofuran-3-ylmethoxy)-1H-indole-2-carboxylic acid), NC1CCC(CC1)(O)CCN1C[C@@H]([C@H](CC1)O)C ((3S,4S)-1-[2-(4-Amino-1-hydroxy-cyclohexyl)-ethyl]-3-methyl-piperidin-4-ol). The product is OC1(CCC(CC1)NC(=O)C=1NC2=CC=CC(=C2C1)OCC1=COC2=C1C=CC(=C2)F)CCN2C[C@@H]([C@H](CC2)O)C (4-(6-Fluoro-benzofuran-3-ylmethoxy)-1H-indole-2-carboxylic acid {4-hydroxy-4-[2-((3S,4S)-4-hydroxy-3-methyl-piperidin-1-yl)-ethyl]-cyclohexyl}-amide). As a reaction SMILES: [F:1][C:2]1[CH:24]=[CH:23][C:5]2[C:6]([CH2:9][O:10][C:11]3[CH:19]=[CH:18][CH:17]=[C:16]4[C:12]=3[CH:13]=[C:14]([C:20](O)=[O:21])[NH:15]4)=[CH:7][O:8][C:4]=2[CH:3]=1.[NH2:25][CH:26]1[CH2:31][CH2:30][C:29]([CH2:33][CH2:34][N:35]2[CH2:40][CH2:39][C@H:38]([OH:41])[C@@H:37]([CH3:42])[CH2:36]2)([OH:32])[CH2:28][CH2:27]1>>[OH:32][C:29]1([CH2:33][CH2:34][N:35]2[CH2:40][CH2:39][C@H:38]([OH:41])[C@@H:37]([CH3:42])[CH2:36]2)[CH2:30][CH2:31][CH:26]([NH:25][C:20]([C:14]2[NH:15][C:16]3[C:12]([CH:13]=2)=[C:11]([O:10][CH2:9][C:6]2[C:5]4[CH:23]=[CH:24][C:2]([F:1])=[CH:3][C:4]=4[O:8][CH:7]=2)[CH:19]=[CH:18][CH:17]=3)=[O:21])[CH2:27][CH2:28]1. Reported procedure: This compound is synthesized analogously to example 1 from 4-(6-fluoro-benzofuran-3-ylmethoxy)-1H-indole-2-carboxylic acid (synthesis described in WO2005077932A2, cmpd 106) and amine 14.